Dataset: the Open Reaction Database (ORD), a public repository of structured organic reaction records. Task: describe an organic reaction: reactants, conditions, products, and yield The reactants are CC(=C[C@H]1[C@H](C1(C)C)C(=O)O)C ((+)-cis chrysanthemic acid), B(Br)(Br)Br (boron tribromide). The solvent is C1(=CC=CC=C1)C (toluene), C1(=CC=CC=C1)C (toluene). Conditions: time 10 minute. Product: CC(=CC1C(C1(C)C)C(=O)O)C (chrysanthemic acid). Yield: 99.0%. Reaction SMILES: [CH3:1][C:2]([CH3:12])=[CH:3][C@@H:4]1[C:6]([CH3:8])([CH3:7])[C@@H:5]1[C:9]([OH:11])=[O:10].B(Br)(Br)Br>C1(C)C=CC=CC=1>[CH3:1][C:2]([CH3:12])=[CH:3][CH:4]1[C:6]([CH3:7])([CH3:8])[CH:5]1[C:9]([OH:11])=[O:10]. Procedure details: To a solution of (+)-cis chrysanthemic acid (2.0 g) in toluene (18 ml) was added a solution of boron tribromide (13 mg) in toluene (2.2 ml) at room temperature under a nitrogen atmosphere. Irradiation with a high pressure mercury lamp (100 W) was made for 10 minutes under stirring. After the reaction was over, similar after-treatment as in Example 1 was applied to obtain chrysanthemic acid (1.98 g). The optical isomer ratio of the product was (+)-cis, 3.5%; (-)-cis, 3.2%; (+)-trans, 46.5%; and (... Starting materials: C#C[Si](C)(C)C, CCNCC, CN1Cc2c(I)ncn2-c2cccc(Cl)c2C1=O, [Cu]I, Cl[Pd]Cl, c1ccc(P(c2ccccc2)c2ccccc2)cc1, c1ccc(P(c2ccccc2)c2ccccc2)cc1. Product: CN1Cc2c(C#C[Si](C)(C)C)ncn2-c2cccc(Cl)c2C1=O. As a reaction SMILES: [C:19](#[CH:20])[Si:21]([CH3:22])([CH3:23])[CH3:24].[CH2:25]([NH:26][CH2:27][CH3:28])[CH3:29].[Cl:1][c:2]1[cH:3][cH:4][cH:5][c:6]2[c:7]1[C:8](=[O:18])[N:9]([CH3:17])[CH2:10][c:11]1[n:12]-2[cH:13][n:14][c:15]1[I:16].[Cu:71][I:72].[Pd:30]([Cl:31])[Cl:32].[c:33]1([P:34]([c:35]2[cH:36][cH:37][cH:38][cH:39][cH:40]2)[c:41]2[cH:42][cH:43][cH:44][cH:45][cH:46]2)[cH:47][cH:48][cH:49][cH:50][cH:51]1.[c:52]1([P:53]([c:54]2[cH:55][cH:56][cH:57][cH:58][cH:59]2)[c:60]2[cH:61][cH:62][cH:63][cH:64][cH:65]2)[cH:66][cH:67][cH:68][cH:69][cH:70]1>>[Cl:1][c:2]1[cH:3][cH:4][cH:5][c:6]2[c:7]1[C:8](=[O:18])[N:9]([CH3:17])[CH2:10][c:11]1[n:12]-2[cH:13][n:14][c:15]1[C:20]#[C:19][Si:21]([CH3:22])([CH3:23])[CH3:24]. Reactants: CI (methyl iodide), thiol, C([O-])([O-])=O.[K+].[K+] (potassium carbonate), BrC=1C=CC=2N(C1)C(=CN2)C(=O)NN (6-bromoimidazo[1,2-a]pyridine-3-carboxylic acid hydrazide), [OH-].[Na+] (sodium hydroxide), C(=S)=S (carbon disulfide). Run in O (water), O (water), C(C)(=O)OCC (Ethyl acetate), CN(C=O)C (N,N-dimethylformamide), O (water), C(C)O (ethanol). Run at time 10 minute. Product: BrC=1C=CC=2N(C1)C(=CN2)C=2OC(=NN2)SC (6-Bromo-3-(5-methylsulfanyl[1,3,4]oxadiazol-2-yl)imidazo[1,2-a]pyridine). Reaction SMILES: [Br:1][C:2]1[CH:3]=[CH:4][C:5]2[N:6]([C:8]([C:11]([NH:13][NH2:14])=[O:12])=[CH:9][N:10]=2)[CH:7]=1.[OH-].[Na+].[CH3:17]I.C(=O)([O-])[O-].[K+].[K+].[C:25](=[S:27])=S>O.C(OCC)(=O)C.CN(C)C=O.C(O)C>[Br:1][C:2]1[CH:3]=[CH:4][C:5]2[N:6]([C:8]([C:11]3[O:12][C:17]([S:27][CH3:25])=[N:14][N:13]=3)=[CH:9][N:10]=2)[CH:7]=1 |f:1.2,4.5.6|. Procedure: A mixture of 1 g 6-bromoimidazo[1,2-a]pyridine-3-carboxylic acid hydrazide (compound in Production Example 276), 0.24 mL carbon disulfide, 157 mg sodium hydroxide, 15 mL ethanol and 15 mL water was heated for 5 hours under reflux. The reaction solution was poured into a mixture of iced water and an aqueous saturated ammonium chloride solution, and the precipitated crystals were collected by filtration. 1 N hydrochloric acid was added to the filtrate, and the resulting crystals were also collecte... Reactants: [Al+3], O=C([O-])[O-], COc1ccc(C(C[N+](=O)[O-])SC)cc1OC, [H-], [H-], [H-], [H-], [K+], [K+], [Li+], [Na+], C1CCOC1, [OH-], O. Yields the product COc1ccc(C(CN)SC)cc1OC. RXN SMILES: [Al+3:19].[C:26](=[O:27])([O-:28])[O-:29].[CH3:1][O:2][c:3]1[cH:4][c:5]([CH:11]([CH2:12][N+:13]([O-:14])=[O:15])[S:16][CH3:17])[cH:6][cH:7][c:8]1[O:9][CH3:10].[H-:18].[H-:21].[H-:22].[H-:23].[K+:30].[K+:31].[Li+:20].[Na+:25].[O:32]1[CH2:33][CH2:34][CH2:35][CH2:36]1.[OH-:24].[OH2:37]>>[CH3:1][O:2][c:3]1[cH:4][c:5]([CH:11]([CH2:12][NH2:13])[S:16][CH3:17])[cH:6][cH:7][c:8]1[O:9][CH3:10]. The reactants are N (ammonia), CC1(C=NC(CC=CCCC=CC1)C(C)C)C (3,3-dimethyl-12- isopropyl-1-aza-1,5,9-cyclododecatriene), [H][H] (hydrogen). Reagents/catalysts: [Ni] (Raney nickel). Solvent: [OH-].[Na+] (NaOH). Reaction conditions: temperature 175 celsius. The product is C(C)(C)C(CCCCCCCCC(CN)(C)C)N (1-isopropyl-10,10-dimethyl-1,11-diaminoundecane). Reaction SMILES: [NH3:1].[CH3:2][C:3]1([CH3:18])[CH2:14][CH:13]=[CH:12][CH2:11][CH2:10][CH:9]=[CH:8][CH2:7][CH:6]([CH:15]([CH3:17])[CH3:16])[N:5]=[CH:4]1.[H][H]>[Ni].[OH-].[Na+]>[CH:15]([CH:6]([NH2:1])[CH2:7][CH2:8][CH2:9][CH2:10][CH2:11][CH2:12][CH2:13][CH2:14][C:3]([CH3:18])([CH3:2])[CH2:4][NH2:5])([CH3:17])[CH3:16] |f:4.5|. Reported procedure: 75 g of a 25% aqueous ammonia solution are placed together with 10 g of Raney nickel and 20 ml of 1N aqueous NaOH as well as 52.2 g (0.2 mol) of 3,3-dimethyl-12- isopropyl-1-aza-1,5,9-cyclododecatriene into an autoclave with magnetic stirrer. After the reaction mixture has been heated to 175° C., hydrogen gas is injected up to a total pressure of 50 bar. After a reaction time of 9 hours, the mixture is cooled and distilled. There is obtained 65% of the theoretical yield of 1-isopropyl-10,10-dime... The reactants are [BH4-], Clc1ccc(Br)nc1, [Li]CCCC, CN(C)C=O, Cc1ccccc1, CCCCCC, [Na+], C1CCOC1, O. Yields the product OCc1ccc(Cl)cn1. Reaction SMILES: [BH4-:25].[Br:1][c:2]1[n:3][cH:4][c:5]([Cl:8])[cH:6][cH:7]1.[CH2:15]([Li:16])[CH2:17][CH2:18][CH3:19].[CH3:20][N:21]([CH:22]=[O:23])[CH3:24].[CH3:33][c:34]1[cH:35][cH:36][cH:37][cH:38][cH:39]1.[CH3:9][CH2:10][CH2:11][CH2:12][CH2:13][CH3:14].[Na+:26].[O:27]1[CH2:28][CH2:29][CH2:30][CH2:31]1.[OH2:32]>>[c:2]1([CH2:22][OH:23])[n:3][cH:4][c:5]([Cl:8])[cH:6][cH:7]1.